Task: describe an organic reaction: reactants, conditions, products, and yield. Dataset: the Open Reaction Database (ORD), a public repository of structured organic reaction records Reactants: BrC1=NC2=C(N1)C=C(C(=C2Br)Cl)Cl (2,4-dibromo-5,6-dichloro-1H-benzimidazole), C/C(=N\[Si](C)(C)C)/O[Si](C)(C)C (N,O-bis(trimethylsilyl)acetamide), C(C)(=O)OC1[C@H](OC(C)=O)[C@H](OC(C)=O)[C@H](O1)C (1,2,3-tri-O-acetyl-5-deoxyribofuranose), C[Si](C)(C)OS(=O)(=O)C(F)(F)F (trimethylsilyltrifluoromethane sulfonate). Reported procedure: To a suspension of 2,4-dibromo-5,6-dichloro-1H-benzimidazole (0.35 g, 1 mmol), in acetonitrile (5 mL) was added N,O-bis(trimethylsilyl)acetamide (0.25 mL, 1 mmol). The resulting mixture was allowed to stir at 70° C. for 15 min, followed by the addition of 1,2,3-tri-O-acetyl-5-deoxyribofuranose (0.31 g, 1.2 mmol) in acetonitrile (5 mL) and trimethylsilyltrifluoromethane sulfonate (0.25 mL, 1.3 mmol). The mixture was allowed to stir at 70° C. for 30 min and was then allowed to cool to RT. The mixt... Reaction SMILES: [Br:1][C:2]1[NH:6][C:5]2[CH:7]=[C:8]([Cl:13])[C:9]([Cl:12])=[C:10]([Br:11])[C:4]=2[N:3]=1.C/C(/O[Si](C)(C)C)=N\[Si](C)(C)C.C(O[CH:30]1[O:42][C@H:41]([CH3:43])[C@@H:36]([O:37][C:38](=[O:40])[CH3:39])[C@H:31]1[O:32][C:33](=[O:35])[CH3:34])(=O)C.C[Si](OS(C(F)(F)F)(=O)=O)(C)C>C(#N)C.C(OCC)(=O)C>[Br:1][C:2]1[N:6]([C@@H:30]2[O:42][C@H:41]([CH3:43])[C@@H:36]([O:37][C:38](=[O:40])[CH3:39])[C@H:31]2[O:32][C:33](=[O:35])[CH3:34])[C:5]2[CH:7]=[C:8]([Cl:13])[C:9]([Cl:12])=[C:10]([Br:11])[C:4]=2[N:3]=1. Run in C(C)(=O)OCC (ethyl acetate), C(C)#N (acetonitrile), C(C)#N (acetonitrile). Reaction conditions: temperature 70 celsius, time 15 minute. The product is BrC1=NC2=C(N1[C@H]1[C@H](OC(C)=O)[C@H](OC(C)=O)[C@H](O1)C)C=C(C(=C2Br)Cl)Cl (2,4-Dibromo-5,6-dichloro-1-(2,3-di-O-acetyl-5-deoxy-beta-D-ribofuranosyl)-1H-benzimidazole). The yield is 64.2%. Reactants: Clc1ncc(Br)cn1, O=C([O-])[O-], CCOC(C)=O, [Cs+], [Cs+], COC(=O)c1cc(C2CC2)ccc1N, C1COCCO1, O=C(C=Cc1ccccc1)C=Cc1ccccc1, O=C(C=Cc1ccccc1)C=Cc1ccccc1, O=C(C=Cc1ccccc1)C=Cc1ccccc1, O, [Pd], [Pd]. Product: COC(=O)c1cc(C2CC2)ccc1Nc1cnc(Cl)nc1. RXN SMILES: [Br:15][c:16]1[cH:17][n:18][c:19]([Cl:22])[n:20][cH:21]1.[C:23](=[O:24])([O-:25])[O-:26].[CH3:92][CH2:93][O:94][C:95](=[O:96])[CH3:97].[Cs+:27].[Cs+:28].[NH2:1][c:2]1[c:3]([C:4](=[O:5])[O:6][CH3:7])[cH:8][c:9]([CH:12]2[CH2:13][CH2:14]2)[cH:10][cH:11]1.[O:30]1[CH2:31][CH2:32][O:33][CH2:34][CH2:35]1.[O:38]=[C:39]([CH:40]=[CH:41][c:42]1[cH:43][cH:44][cH:45][cH:46][cH:47]1)[CH:48]=[CH:49][c:50]1[cH:51][cH:52][cH:53][cH:54][cH:55]1.[O:56]=[C:57]([CH:58]=[CH:59][c:60]1[cH:61][cH:62][cH:63][cH:64][cH:65]1)[CH:66]=[CH:67][c:68]1[cH:69][cH:70][cH:71][cH:72][cH:73]1.[O:74]=[C:75]([CH:76]=[CH:77][c:78]1[cH:79][cH:80][cH:81][cH:82][cH:83]1)[CH:84]=[CH:85][c:86]1[cH:87][cH:88][cH:89][cH:90][cH:91]1.[OH2:29].[Pd:36].[Pd:37]>>[NH:1]([c:2]1[c:3]([C:4](=[O:5])[O:6][CH3:7])[cH:8][c:9]([CH:12]2[CH2:13][CH2:14]2)[cH:10][cH:11]1)[c:16]1[cH:17][n:18][c:19]([Cl:22])[n:20][cH:21]1. Procedure details: The above material, tert-butyl ((3aR,5S,6R,7R,7aR)-6-(benzyloxy)-7-fluoro-5-((R)-1,1,1-trifluoro-2-hydroxypropan-2-yl)-5,6,7,7a-tetrahydro-3aH-pyrano[3,2-d]thiazol-2-yl)(ethyl)carbamate (0.100 g, 0.191 mmol), was deprotected with BCl3 using the procedure described for Example 20. After purification on silica gel by flash column chromatography (1.0 M NH3 in MeOH/DCM, 1:17), (3aR,5S,6R,7R,7aR)-2-(ethylamino)-7-fluoro-5-((R)-1,1,1-trifluoro-2-hydroxypropan-2-yl)-5,6,7,7a-tetrahydro-3aH-pyrano[3,2-d... Yield: 84.0%. Reaction SMILES: C([O:8][C@@H:9]1[C@@H:17]([C@:18]([OH:24])([CH3:23])[C:19]([F:22])([F:21])[F:20])[O:16][C@H:15]2[C@H:11]([N:12]=[C:13]([N:25]([CH2:33][CH3:34])C(=O)OC(C)(C)C)[S:14]2)[C@H:10]1[F:35])C1C=CC=CC=1.B(Cl)(Cl)Cl>>[CH2:33]([NH:25][C:13]1[S:14][C@H:15]2[O:16][C@H:17]([C@:18]([OH:24])([CH3:23])[C:19]([F:22])([F:21])[F:20])[C@@H:9]([OH:8])[C@H:10]([F:35])[C@H:11]2[N:12]=1)[CH3:34]. The product is C(C)NC=1S[C@@H]2[C@H](N1)[C@H]([C@@H]([C@H](O2)[C@@](C(F)(F)F)(C)O)O)F ((3aR,5S,6R,7R,7aR)-2-(ethylamino)-7-fluoro-5-((R)-1,1,1-trifluoro-2-hydroxypropan-2-yl)-5,6,7,7a-tetrahydro-3aH-pyrano[3,2-d]thiazol-6-ol), solid. The reactants are C(C1=CC=CC=C1)O[C@H]1[C@@H]([C@H]2N=C(S[C@H]2O[C@@H]1[C@@](C(F)(F)F)(C)O)N(C(OC(C)(C)C)=O)CC)F (tert-butyl ((3aR,5S,6R,7R,7aR)-6-(benzyloxy)-7-fluoro-5-((R)-1,1,1-trifluoro-2-hydroxypropan-2-yl)-5,6,7,7a-tetrahydro-3aH-pyrano[3,2-d]thiazol-2-yl)(ethyl)carbamate), B(Cl)(Cl)Cl (BCl3). Yields the product CC(C)c1nc(NC(=O)c2c(F)cccc2F)sc1-c1cccc(C(F)(F)F)c1. Starting materials: CCOC(C)=O, C=C(C)c1nc(NC(=O)c2c(F)cccc2F)sc1-c1cccc(C(F)(F)F)c1, [H][H]. As a reaction SMILES: [CH3:32][CH2:33][O:34][C:35]([CH3:36])=[O:37].[F:1][c:2]1[c:3]([C:4](=[O:5])[NH:6][c:7]2[s:8][c:9](-[c:15]3[cH:16][c:17]([C:21]([F:22])([F:23])[F:24])[cH:18][cH:19][cH:20]3)[c:10]([C:12](=[CH2:13])[CH3:14])[n:11]2)[c:25]([F:29])[cH:26][cH:27][cH:28]1.[H:30][H:31]>>[F:1][c:2]1[c:3]([C:4](=[O:5])[NH:6][c:7]2[s:8][c:9](-[c:15]3[cH:16][c:17]([C:21]([F:22])([F:23])[F:24])[cH:18][cH:19][cH:20]3)[c:10]([CH:12]([CH3:13])[CH3:14])[n:11]2)[c:25]([F:29])[cH:26][cH:27][cH:28]1. Starting materials: C([O-])([O-])=O.[K+].[K+] (potassium carbonate), BrC1=CC=C(C=C1)C1CN(CC1)C (3-(4-bromophenyl)-1-methylpyrrolidine), ClC1=C(C=C2C=CNC2=C1)B1OCC(CO1)(C)C (6-chloro-5-(5,5-dimethyl-1,3,2-dioxaborinan-2-yl)-1H-indole), N,N-dimethylformiminium chloride. Reagents/catalysts: C1=CC=C(C=C1)P([C-]2C=CC=C2)C3=CC=CC=C3.C1=CC=C(C=C1)P([C-]2C=CC=C2)C3=CC=CC=C3.Cl[Pd]Cl.[Fe+2] ([1,1′-bis(diphenylphosphino)ferrocene]dichloropalladium(II)). Solvent: O1CCOCC1 (1,4-dioxane), CN(C)C=O (DMF). Run at time 10 minute. Yields the product ClC1=C(C=C2C(=CNC2=C1)C=O)C1=CC=C(C=C1)C1CN(CC1)C (6-chloro-5-[4-(1-methylpyrrolidin-3-yl)phenyl]-1H-indole-3-carbaldehyde). The yield is 152.2%. As a reaction SMILES: [Cl:1][C:2]1[CH:10]=[C:9]2[C:5]([CH:6]=[CH:7][NH:8]2)=[CH:4][C:3]=1B1OCC(C)(C)CO1.[C:19](=[O:22])([O-])[O-].[K+].[K+].Br[C:26]1[CH:31]=[CH:30][C:29]([CH:32]2[CH2:36][CH2:35][N:34]([CH3:37])[CH2:33]2)=[CH:28][CH:27]=1>O1CCOCC1.CN(C=O)C.C1C=CC(P(C2C=CC=CC=2)[C-]2C=CC=C2)=CC=1.C1C=CC(P(C2C=CC=CC=2)[C-]2C=CC=C2)=CC=1.Cl[Pd]Cl.[Fe+2]>[Cl:1][C:2]1[CH:10]=[C:9]2[C:5]([C:6]([CH:19]=[O:22])=[CH:7][NH:8]2)=[CH:4][C:3]=1[C:26]1[CH:27]=[CH:28][C:29]([CH:32]2[CH2:36][CH2:35][N:34]([CH3:37])[CH2:33]2)=[CH:30][CH:31]=1 |f:1.2.3,7.8.9.10|. Procedure details: To 6-chloro-5-(5,5-dimethyl-1,3,2-dioxaborinan-2-yl)-1H-indole (118 mg, 0.446 mmol) in anhydrous 1,4-dioxane (3.7 mL) and anhydrous DMF (0.74 mL) was added N,N-dimethylformiminium chloride (114 mg, 0.892 mmol). The reaction mixture was stirred for 10 min at room temperature, yielding a thick suspension. The reaction mixture was treated with 2N aqueous potassium carbonate (1.1 mL, 2.2 mmol), 3-(4-bromophenyl)-1-methylpyrrolidine (120 mg, 0.446 mmol), and [1,1′-bis(diphenylphosphino)ferrocene]dich... Reactants: ice, OC1=NOC(=C1)C1=CC=CC=C1 (3-Hydroxy-5-phenylisoxazole), COCCl (chloromethyl methyl ether), C[O-].[Na+] (sodium methoxide). Solvent: CN(C=O)C (dimethylformamide). Reaction conditions: time 1 hour. The product is COCOC1=NOC(=C1)C1=CC=CC=C1 (3-Methoxymethoxy-5-phenylisoxazole). Yield: 61.5%. RXN SMILES: [OH:1][C:2]1[CH:6]=[C:5]([C:7]2[CH:12]=[CH:11][CH:10]=[CH:9][CH:8]=2)[O:4][N:3]=1.C[O-].[Na+].[CH3:16][O:17][CH2:18]Cl>CN(C)C=O>[CH3:16][O:17][CH2:18][O:1][C:2]1[CH:6]=[C:5]([C:7]2[CH:12]=[CH:11][CH:10]=[CH:9][CH:8]=2)[O:4][N:3]=1 |f:1.2|. Procedure details: 3-Hydroxy-5-phenylisoxazole (8.05 g) was dissolved in dimethylformamide (80 ml), and sodium methoxide (28% methanol solution, 3.24 g) was added dropwise thereto, followed by stirring of the resulting mixture at room temperature for one hour. While the reaction mixture was cooled to 5° C., chloromethyl methyl ether (4.83 g) was added thereto, followed by stirring of the resulting mixture at the same temperature for one hour. The reaction mixture was poured into ice-cold water (200 ml) and extract... Starting materials: CCC1C=C(C)CC(C)CC(OC)C2OC(O)(C(=O)C(=O)N3CCCCC3C(=O)OC(C(C)=CC3CCC(O)C(OC)C3)C(C)CCC1=O)C(C)CC2OC, N=C(OCC=Cc1ccccc1)C(Cl)(Cl)Cl, O=S(=O)(O)C(F)(F)F. Product: CCC1C=C(C)CC(C)CC(OC)C2OC(O)(C(=O)C(=O)N3CCCCC3C(=O)OC(C(C)=CC3CCC(OCC=Cc4ccccc4)C(OC)C3)C(C)CCC1=O)C(C)CC2OC. RXN SMILES: [CH2:1]([CH3:2])[CH:3]1[C:4](=[O:55])[CH2:5][CH2:6][CH:7]([CH3:54])[CH:8]([C:42](=[CH:43][CH:44]2[CH2:45][CH:46]([O:51][CH3:52])[CH:47]([OH:50])[CH2:48][CH2:49]2)[CH3:53])[O:9][C:10](=[O:41])[CH:11]2[CH2:12][CH2:13][CH2:14][CH2:15][N:16]2[C:17](=[O:40])[C:18](=[O:39])[C:19]2([OH:38])[CH:20]([CH3:37])[CH2:21][CH:22]([O:35][CH3:36])[CH:23]([CH:24]([O:32][CH3:33])[CH2:25][CH:26]([CH3:31])[CH2:27][C:28]([CH3:30])=[CH:29]1)[O:34]2.[Cl:56][C:57]([Cl:58])([Cl:59])[C:69](=[NH:70])[O:71][CH2:60][CH:61]=[CH:62][c:63]1[cH:64][cH:65][cH:66][cH:67][cH:68]1.[OH:72][S:73]([C:74]([F:75])([F:76])[F:77])(=[O:78])=[O:79]>>[CH2:1]([CH3:2])[CH:3]1[C:4](=[O:55])[CH2:5][CH2:6][CH:7]([CH3:54])[CH:8]([C:42](=[CH:43][CH:44]2[CH2:45][CH:46]([O:51][CH3:52])[CH:47]([O:50][CH2:60][CH:61]=[CH:62][c:63]3[cH:64][cH:65][cH:66][cH:67][cH:68]3)[CH2:48][CH2:49]2)[CH3:53])[O:9][C:10](=[O:41])[CH:11]2[CH2:12][CH2:13][CH2:14][CH2:15][N:16]2[C:17](=[O:40])[C:18](=[O:39])[C:19]2([OH:38])[CH:20]([CH3:37])[CH2:21][CH:22]([O:35][CH3:36])[CH:23]([CH:24]([O:32][CH3:33])[CH2:25][CH:26]([CH3:31])[CH2:27][C:28]([CH3:30])=[CH:29]1)[O:34]2.